Dataset: the Open Reaction Database (ORD), a public repository of structured organic reaction records. Task: describe an organic reaction: reactants, conditions, products, and yield The reactants are [F-].C(CCC)[N+](CCCC)(CCCC)CCCC (Tetra-n-butylammonium fluoride), [Si](C)(C)(C(C)(C)C)OCCCC1=NNC2=NC=C(C=C21)NC(C2=C(C(=CC=C2F)NS(=O)(=O)CCC)F)=O (N-(3-(3-(tert-butyldimethylsilyloxy)propyl)-1H-pyrazolo[3,4-b]pyridin-5-yl)-2,6-difluoro-3-(propylsulfonamido)benzamide). The solvent is C1CCOC1 (THF). Reaction conditions: time 1 hour. Yields the product FC1=C(C(=O)NC=2C=C3C(=NC2)NN=C3CCCO)C(=CC=C1NS(=O)(=O)CCC)F (2,6-difluoro-N-(3-(3-hydroxypropyl)-1H-pyrazolo[3,4-b]pyridin-5-yl)-3-(propylsulfonamido)benzamide). The yield is 51.5%. As a reaction SMILES: [F-].C([N+](CCCC)(CCCC)CCCC)CCC.[Si]([O:26][CH2:27][CH2:28][CH2:29][C:30]1[C:38]2[C:33](=[N:34][CH:35]=[C:36]([NH:39][C:40](=[O:56])[C:41]3[C:46]([F:47])=[CH:45][CH:44]=[C:43]([NH:48][S:49]([CH2:52][CH2:53][CH3:54])(=[O:51])=[O:50])[C:42]=3[F:55])[CH:37]=2)[NH:32][N:31]=1)(C(C)(C)C)(C)C>C1COCC1>[F:55][C:42]1[C:43]([NH:48][S:49]([CH2:52][CH2:53][CH3:54])(=[O:51])=[O:50])=[CH:44][CH:45]=[C:46]([F:47])[C:41]=1[C:40]([NH:39][C:36]1[CH:37]=[C:38]2[C:30]([CH2:29][CH2:28][CH2:27][OH:26])=[N:31][NH:32][C:33]2=[N:34][CH:35]=1)=[O:56] |f:0.1|. Procedure details: Tetra-n-butylammonium fluoride (“TBAF”; 0.12 mL, 0.12 mmol, 1.0M in THF) was added to a solution of N-(3-(3-(tert-butyldimethylsilyloxy)propyl)-1H-pyrazolo[3,4-b]pyridin-5-yl)-2,6-difluoro-3-(propylsulfonamido)benzamide (0.034 g, 0.060 mmol) in THF (4.0 mL), and the reaction mixture was stirred at room temperature for 1 hour. The reaction mixture was concentrated, and the crude product was purified by column chromatography, eluting with ethyl acetate, ethyl acetate/MeOH (50:1) to give 2,6-difluo... Reactants: C(C)(=O)N1C(C=C(C2=CC(=CC=C12)NC(=O)OC(C)(C)C)C)(C)C (1-acetyl-6-(tert-butoxycarbonyl)amino-1,2-dihydro-2,2,4-trimethylquinoline), [Al+3].[Cl-].[Cl-].[Cl-] (AlCl3). Run in ClC1=CC=CC=C1 (chlorobenzene). Conditions: time 1 hour. The product is C(C)(=O)N1C(C(C(C2=CC(=CC=C12)N)C)C1=CC=C(C=C1)Cl)(C)C (1-Acetyl-6-amino(4-chlorophenyl)-1,2,3,4-tetrahydro-2,2,4-trimethylquinoline). RXN SMILES: [C:1]([N:4]1[C:13]2[C:8](=[CH:9][C:10]([NH:14]C(OC(C)(C)C)=O)=[CH:11][CH:12]=2)[C:7]([CH3:22])=[CH:6][C:5]1([CH3:24])[CH3:23])(=[O:3])[CH3:2].[Al+3].[Cl-:26].[Cl-].[Cl-]>ClC1C=CC=CC=1>[C:1]([N:4]1[C:13]2[C:8](=[CH:9][C:10]([NH2:14])=[CH:11][CH:12]=2)[CH:7]([CH3:22])[CH:6]([C:8]2[CH:13]=[CH:12][C:11]([Cl:26])=[CH:10][CH:9]=2)[C:5]1([CH3:23])[CH3:24])(=[O:3])[CH3:2] |f:1.2.3.4|. Procedure: A mixture of 1-acetyl-6-(tert-butoxycarbonyl)amino-1,2-dihydro-2,2,4-trimethylquinoline (25 mg) and AlCl3 (35 mg) in chlorobenzene (2 ml) was stirred for 1 h. The reaction mixture was quenched with water and in addition a solution of 2 M NaOH and ethyl acetate were added. The organic layer was separated, dried over MgSO4 and concentrated in vacuo.